From a dataset of the Open Reaction Database (ORD), a public repository of structured organic reaction records. describe an organic reaction: reactants, conditions, products, and yield Starting materials: ClC=1C=C2CCC(C2=CC1)=O (5-chloro-2,3-dihydro-1H-inden-1-one), C1(=CC=CC=C1)N1CNC(C12CCNCC2)=O (1-phenyl-1,3,8-triazaspiro[4.5]decan-4-one). Product: Cl.ClC=1C=C2CCC(C2=CC1)N1CCC2(C(NCN2C2=CC=CC=C2)=O)CC1 ((RS)-8-(5-Chloro-indan-1-yl)-1-phenyl-1,3,8-triaza-spiro[4.5]decan-4-one hydrochloride). Reaction SMILES: [Cl:1][C:2]1[CH:3]=[C:4]2[C:8](=[CH:9][CH:10]=1)[C:7](=O)[CH2:6][CH2:5]2.[C:12]1([N:18]2[C:22]3([CH2:27][CH2:26][NH:25][CH2:24][CH2:23]3)[C:21](=[O:28])[NH:20][CH2:19]2)[CH:17]=[CH:16][CH:15]=[CH:14][CH:13]=1>>[ClH:1].[Cl:1][C:2]1[CH:3]=[C:4]2[C:8](=[CH:9][CH:10]=1)[CH:7]([N:25]1[CH2:24][CH2:23][C:22]3([N:18]([C:12]4[CH:17]=[CH:16][CH:15]=[CH:14][CH:13]=4)[CH2:19][NH:20][C:21]3=[O:28])[CH2:27][CH2:26]1)[CH2:6][CH2:5]2 |f:2.3|. Procedure: The title compound, m.p.>250° C. and MS: m/e=382.2 (M+H+) was prepared in accordance with the general method of example 34 from 5-chloro-2,3-dihydro-1H-inden-1-one and 1-phenyl-1,3,8-triazaspiro[4.5]decan-4-one.